Dataset: the Open Reaction Database (ORD), a public repository of structured organic reaction records. Task: describe an organic reaction: reactants, conditions, products, and yield The reactants are O (water), N1N=CC=C1 (pyrazole), C1(C=CCC1)=O (2-cyclopenten-1-one), ScCl3. The solvent is C(Cl)Cl (CH2Cl2). Reaction conditions: time 30 minute. Yields the product N1(N=CC=C1)C1CC(CC1)=O (3-(1H-pyrazol-1-yl)cyclopentan-1-one). The yield is 93.9%. Reaction SMILES: [NH:1]1[CH:5]=[CH:4][CH:3]=[N:2]1.[C:6]1(=[O:11])[CH2:10][CH2:9][CH:8]=[CH:7]1.O>C(Cl)Cl>[N:1]1([CH:8]2[CH2:9][CH2:10][C:6](=[O:11])[CH2:7]2)[CH:5]=[CH:4][CH:3]=[N:2]1. Reported procedure: A mixture of pyrazole (6.85 g, 100 mmol), 2-cyclopenten-1-one (19.3 g, 235 mmol) and ScCl3 (1.42 g, 9.38 mmol) in anhydrous CH2Cl2 (3 mL) was stirred at room temperature for 30 min. The reaction mixture was poured into water and then extracted with CH2Cl2. The organic layer was washed with brine, and dried over anhyd Na2SO4 followed by the removal of solvent. The crude product was purified by column chromatography (Hexane/EtOAc=4/1) to yield 3-(1H-pyrazol-1-yl)cyclopentan-1-one (14.1 g, 94%) as ... Reactants: COC=1C=C(C=CC1)NC(C(C)(C)C)=O (N-(3-methoxy-phenyl)-2,2-dimethyl-propionamide), [Li]CCCC (n-BuLi), ClC1=C(C=C(C=C1)S(=O)(=O)NC=1C(=NC=C(C1)Cl)C=O)C(F)(F)F (4-chloro-N-(5-chloro-2-formyl-pyridin-3-yl)-3-trifluoromethyl-benzenesulfonamide), [Mg+2].[Br-].[Br-].CCOCC (MgBr2 Et2O). Run in C1CCOC1 (THF), hexanes. Reaction conditions: temperature -78 celsius, time 45 minute. The product is ClC=1C=C(C(=NC1)C(C1=C(C=CC=C1OC)NC(C(C)(C)C)=O)O)NS(=O)(=O)C1=CC(=C(C=C1)Cl)C(F)(F)F (N-(2-{[5-chloro-3-(4-chloro-3-trifluoromethyl-benzenesulfonylamino)-pyridin-2-yl]-hydroxy-methyl}-3-methoxy-phenyl)-2,2-dimethyl-propionamide). As a reaction SMILES: [CH3:1][O:2][C:3]1[CH:4]=[C:5]([NH:9][C:10](=[O:15])[C:11]([CH3:14])([CH3:13])[CH3:12])[CH:6]=[CH:7][CH:8]=1.[Li]CCCC.[Mg+2].[Br-].[Br-].CCOCC.[Cl:29][C:30]1[CH:35]=[CH:34][C:33]([S:36]([NH:39][C:40]2[C:41]([CH:47]=[O:48])=[N:42][CH:43]=[C:44]([Cl:46])[CH:45]=2)(=[O:38])=[O:37])=[CH:32][C:31]=1[C:49]([F:52])([F:51])[F:50]>C1COCC1>[Cl:46][C:44]1[CH:45]=[C:40]([NH:39][S:36]([C:33]2[CH:34]=[CH:35][C:30]([Cl:29])=[C:31]([C:49]([F:50])([F:52])[F:51])[CH:32]=2)(=[O:37])=[O:38])[C:41]([CH:47]([OH:48])[C:4]2[C:3]([O:2][CH3:1])=[CH:8][CH:7]=[CH:6][C:5]=2[NH:9][C:10](=[O:15])[C:11]([CH3:12])([CH3:14])[CH3:13])=[N:42][CH:43]=1 |f:2.3.4.5|. Procedure details: To a stirred solution of N-(3-methoxy-phenyl)-2,2-dimethyl-propionamide (1.11 g, 4.8 mmol) in anhydrous THF at 0° C. was added a solution of n-BuLi (3.65 mL, 9.1 mmol) in hexanes. After 45 minutes, anhydrous MgBr2-Et2O (1.23 g, 4.8 mmol) was added in one portion and stirring was continued at the same temperature for 1 h. The mixture was then cooled to −78° C. and solid 4-chloro-N-(5-chloro-2-formyl-pyridin-3-yl)-3-trifluoromethyl-benzenesulfonamide (300 mg, 0.75 mmol) was added in one portion an... The reactants are CC(C(=O)O)(CN1CCCCC1)C (2,2-dimethyl-3-piperidin-1-ylpropanoic acid), CC(C(=O)OCC1=CC=CC=C1)(CN1CCN(CC1)C)C (benzyl 2,2-dimethyl-3-(4-methylpiperazin-1-yl)propanoate). The product is CC(C(=O)O)(CN1CCN(CC1)C)C (2,2-Dimethyl-3-(4-methylpiperazin-1-yl)propanoic acid). As a reaction SMILES: CC(C)(CN1CCCCC1)C(O)=O.[CH3:14][C:15]([CH3:34])([CH2:26][N:27]1[CH2:32][CH2:31][N:30]([CH3:33])[CH2:29][CH2:28]1)[C:16]([O:18]CC1C=CC=CC=1)=[O:17]>>[CH3:14][C:15]([CH3:34])([CH2:26][N:27]1[CH2:28][CH2:29][N:30]([CH3:33])[CH2:31][CH2:32]1)[C:16]([OH:18])=[O:17]. Procedure: The procedure for 2,2-dimethyl-3-piperidin-1-ylpropanoic acid was followed except for replacing benzyl-2,2-dimethyl-3-piperidin-1-ylpropanoate with benzyl 2,2-dimethyl-3-(4-methylpiperazin-1-yl)propanoate. The compound was obtained as a yellow solid. 1H NMR (400 MHz, CDCl3): δ=1.24 (s, 6H), 2.33 (s, 3H), 2.44-2.92 (m, 10H). The reactants are O (Water), C(C)OC(=O)C1CCN(CC1)C (1-Methylpiperidine-4-carboxylic acid ethyl ester), [H-].[H-].[H-].[H-].[Li+].[Al+3] (LiAlH4). The solvent is CCOCC (Et2O), CCOCC (Et2O). Conditions: time 4 hour. The product is CN1CCC(CC1)CO ((1-Methylpiperidin-4-yl)methanol). The yield is 84.0%. As a reaction SMILES: C([O:3][C:4]([CH:6]1[CH2:11][CH2:10][N:9]([CH3:12])[CH2:8][CH2:7]1)=O)C.[H-].[H-].[H-].[H-].[Li+].[Al+3].O>CCOCC>[CH3:12][N:9]1[CH2:10][CH2:11][CH:6]([CH2:4][OH:3])[CH2:7][CH2:8]1 |f:1.2.3.4.5.6|. Procedure details: A solution of ester 21 (10.1 g, 59.0 mmol) in Et2O (40 mL) was added dropwise to a suspension of LiAlH4 (2.46 g, 64.9 mmol) in Et2O (200 mL) at 0° C. Then, the reaction mixture was allowed to warm to room temperature and was then stirred for 4 h at this temperature. Water (10 mL) was added slowly and stirring was continued for a further 30 min. The formed white precipitate was separated by filtration and washed thoroughly with Et2O (250 mL). After removal of the solvent under reduced pressure th...